This data is from the Open Reaction Database (ORD), a public repository of structured organic reaction records. The task is: describe an organic reaction: reactants, conditions, products, and yield The reactants are CCOc1ccc(-c2cc3[nH]c(C[P+](c4ccccc4)(c4ccccc4)c4ccccc4)nc3c(C#N)n2)cc1C(F)(F)F, C1CCOC1, CCO, [Cl-], O=CCCl, C1CCC2=NCCCN2CC1. Yields the product CCOc1ccc(-c2cc3[nH]c(C=CCCl)nc3c(C#N)n2)cc1C(F)(F)F. Reaction SMILES: [C:2](#[N:3])[c:4]1[n:5][c:6](-[c:33]2[cH:34][c:35]([C:42]([F:43])([F:44])[F:45])[c:36]([O:39][CH2:40][CH3:41])[cH:37][cH:38]2)[cH:7][c:8]2[c:9]1[n:10][c:11]([CH2:13][P+:14]([c:15]1[cH:16][cH:17][cH:18][cH:19][cH:20]1)([c:21]1[cH:22][cH:23][cH:24][cH:25][cH:26]1)[c:27]1[cH:28][cH:29][cH:30][cH:31][cH:32]1)[nH:12]2.[CH2:64]1[O:65][CH2:66][CH2:67][CH2:68]1.[CH3:61][CH2:62][OH:63].[Cl-:1].[Cl:46][CH2:47][CH:48]=[O:49].[N:50]12[CH2:51][CH2:52][CH2:53][N:54]=[C:55]1[CH2:56][CH2:57][CH2:58][CH2:59][CH2:60]2>>[C:2](#[N:3])[c:4]1[n:5][c:6](-[c:33]2[cH:34][c:35]([C:42]([F:43])([F:44])[F:45])[c:36]([O:39][CH2:40][CH3:41])[cH:37][cH:38]2)[cH:7][c:8]2[c:9]1[n:10][c:11]([CH:13]=[CH:48][CH2:47][Cl:46])[nH:12]2. Reactants: C(C1=CC=CC=C1)N1C=C(C2=CC(=CC=C12)C(=O)N=C(N)N)C=O (1-benzyl-N-(diaminomethylene)-3-formyl-1H-indole-5-carboxamide), [BH4-].[Na+] (sodium borohydride). Run in CO (methanol). Conditions: time 1.5 hour. Product: C(C1=CC=CC=C1)N1C=C(C2=CC(=CC=C12)C(=O)N=C(N)N)CO (1-benzyl-N-(diaminomethylene)-3-hydroxymethyl-1H-indole-5-carboxamide). As a reaction SMILES: [CH2:1]([N:8]1[C:16]2[C:11](=[CH:12][C:13]([C:17]([N:19]=[C:20]([NH2:22])[NH2:21])=[O:18])=[CH:14][CH:15]=2)[C:10]([CH:23]=[O:24])=[CH:9]1)[C:2]1[CH:7]=[CH:6][CH:5]=[CH:4][CH:3]=1.[BH4-].[Na+]>CO>[CH2:1]([N:8]1[C:16]2[C:11](=[CH:12][C:13]([C:17]([N:19]=[C:20]([NH2:22])[NH2:21])=[O:18])=[CH:14][CH:15]=2)[C:10]([CH2:23][OH:24])=[CH:9]1)[C:2]1[CH:3]=[CH:4][CH:5]=[CH:6][CH:7]=1 |f:1.2|. Procedure: A 415 mg portion of 1-benzyl-N-(diaminomethylene)-3-formyl-1H-indole-5-carboxamide was suspended in 15 ml of methanol, 98 mg of sodium borohydride was added at 0° C., followed by stirring at room temperature for 1.5 hours. After evaporation of the solvent and subsequent addition of water, the thus precipitated solid was purified by silica gel column chromatography (Clomatorex (registered trademark), methanol:chloroform:water=50:1:0.1 to 30:1:0.1 to 20:1:0.1 to 10:1:0.1). The thus obtained produc...